This data is from the Open Reaction Database (ORD), a public repository of structured organic reaction records. The task is: describe an organic reaction: reactants, conditions, products, and yield Starting materials: ClC1=C(C=C(C=C1)S(=O)(=O)CC)[N+](=O)[O-] (1-chloro-4-(ethylsulfonyl)-2-nitrobenzene), Cl.FC(OCCN)(F)F (2-(trifluoromethoxy)ethanamine hydrochloride). Run in C(C)N(CC)CC (triethylamine). Yields the product C(C)S(=O)(=O)C1=CC(=C(NCCOC(F)(F)F)C=C1)[N+](=O)[O-] (4-(Ethylsulfonyl)-2-nitro-N-[2-(trifluoromethoxy)ethyl]aniline). RXN SMILES: Cl[C:2]1[CH:7]=[CH:6][C:5]([S:8]([CH2:11][CH3:12])(=[O:10])=[O:9])=[CH:4][C:3]=1[N+:13]([O-:15])=[O:14].Cl.[F:17][C:18]([F:24])([F:23])[O:19][CH2:20][CH2:21][NH2:22]>C(N(CC)CC)C>[CH2:11]([S:8]([C:5]1[CH:6]=[CH:7][C:2]([NH:22][CH2:21][CH2:20][O:19][C:18]([F:24])([F:23])[F:17])=[C:3]([N+:13]([O-:15])=[O:14])[CH:4]=1)(=[O:10])=[O:9])[CH3:12] |f:1.2|. Procedure details: The title compound was prepared according to the procedure described in Step A of Example 5 from 1-chloro-4-(ethylsulfonyl)-2-nitrobenzene (Step C of Example 2), 2-(trifluoromethoxy)ethanamine hydrochloride (J. Org. Chem. 2001, 66, 1061-1063.) and triethylamine. Reactants: Cc1ccc(N2CCN(C(=O)c3ccc(Br)cc3Cl)CC2)c(C)c1, O=C1NCCO1. Yields the product Cc1ccc(N2CCN(C(=O)c3ccc(N4CCOC4=O)cc3Cl)CC2)c(C)c1. Reaction SMILES: [Br:1][c:2]1[cH:3][c:4]([Cl:24])[c:5]([C:8](=[O:9])[N:10]2[CH2:11][CH2:12][N:13]([c:16]3[c:17]([CH3:23])[cH:18][c:19]([CH3:22])[cH:20][cH:21]3)[CH2:14][CH2:15]2)[cH:6][cH:7]1.[O:25]1[C:26](=[O:30])[NH:27][CH2:28][CH2:29]1>>[c:2]1([N:27]2[C:26](=[O:30])[O:25][CH2:29][CH2:28]2)[cH:3][c:4]([Cl:24])[c:5]([C:8](=[O:9])[N:10]2[CH2:11][CH2:12][N:13]([c:16]3[c:17]([CH3:23])[cH:18][c:19]([CH3:22])[cH:20][cH:21]3)[CH2:14][CH2:15]2)[cH:6][cH:7]1. Starting materials: O=C(O)Cc1cc(=O)oc2cc(OC3OC(CO)C(O)C(O)C3O)ccc12, NCCO, O=c1ccc2ccccc2o1, CN(C)C=O, c1ccncc1. The product is O=C(Cc1cc(=O)oc2cc(OC3OC(CO)C(O)C(O)C3O)ccc12)NCCO. As a reaction SMILES: [CH:1]1([O:12][c:13]2[cH:14][cH:15][c:16]3[c:17]([CH2:24][C:25](=[O:26])[OH:27])[cH:18][c:19](=[O:23])[o:20][c:21]3[cH:22]2)[CH:2]([OH:3])[CH:4]([OH:5])[CH:6]([OH:7])[CH:8]([CH2:10][OH:11])[O:9]1.[NH2:34][CH2:35][CH2:36][OH:37].[O:38]=[c:39]1[o:40][c:41]2[c:42]([cH:43][cH:44][cH:45][cH:46]2)[cH:47][cH:48]1.[O:49]=[CH:50][N:51]([CH3:52])[CH3:53].[cH:28]1[cH:29][cH:30][n:31][cH:32][cH:33]1>>[CH:1]1([O:12][c:13]2[cH:14][cH:15][c:16]3[c:17]([CH2:24][C:25](=[O:27])[NH:34][CH2:35][CH2:36][OH:37])[cH:18][c:19](=[O:23])[o:20][c:21]3[cH:22]2)[CH:2]([OH:3])[CH:4]([OH:5])[CH:6]([OH:7])[CH:8]([CH2:10][OH:11])[O:9]1. Starting materials: ClC=1C(=NC=C(N1)CC)CC (3-chloro-2,5-diethylpyrazine), C1(CC1)C1C(NC(C(N1)=O)CC)=O (3-cyclopropyl-6-ethylpiperazine-2,5-dione). Yields the product ClC=1C(=NC=C(N1)C)C1CC1 (3-chloro-2-cyclopropyl-5-methylpyrazine), ClC=1C(=NC=C(N1)C1CC1)C (3-chloro-5-cyclopropyl-2-methylpyrazine). RXN SMILES: [Cl:1][C:2]1[C:3]([CH2:10][CH3:11])=[N:4][CH:5]=[C:6]([CH2:8]C)[N:7]=1.[CH:12]1([CH:15]2[NH:20][C:19](=O)[CH:18]([CH2:22]C)[NH:17][C:16]2=O)[CH2:14][CH2:13]1>>[Cl:1][C:2]1[C:3]([CH:10]2[CH2:11][CH2:12]2)=[N:4][CH:5]=[C:6]([CH3:8])[N:7]=1.[Cl:1][C:19]1[C:18]([CH3:22])=[N:17][CH:16]=[C:15]([CH:12]2[CH2:14][CH2:13]2)[N:20]=1. Procedure details: Following the procedure for the preparation of 3-chloro-2,5-diethylpyrazine but substituting 3-cyclopropyl-6-ethylpiperazine-2,5-dione and making non-critical variations provided 3-chloro-2-cyclopropyl-5-methylpyrazine (A) and 3-chloro-5-cyclopropyl-2-methylpyrazine (B) as oils. Analytical data for 3-chloro-2-cyclopropyl-5-ethylpyrazine (A): 1H NMR (CDCl3) δ 1.06-1.10, 1.28-1.33, 2.42-2.51, 2.73-2.81, 8.18; Analytical data for 3-chloro-5-cyclopropyl-2-ethylpyrazine (B): 1H NMR (CDCl3) δ 1.04-1.0... Reactants: COC=1C=CC=C2C=C(COC12)C(=O)N1CCOCC1 (4-(8-methoxy-2H-chromen-3-ylcarbonyl)morpholine), B(Br)(Br)Br (boron tribromide), O (water). Solvent: C(Cl)Cl (methylene chloride). Run at time 2 hour. The product is OC=1C=CC=C2C=C(COC12)C(=O)N1CCOCC1 (4-(8-hydroxy-2H-chromen-3-ylcarbonyl)morpholine). Isolated yield 99.3%. As a reaction SMILES: C[O:2][C:3]1[CH:4]=[CH:5][CH:6]=[C:7]2[C:12]=1[O:11][CH2:10][C:9]([C:13]([N:15]1[CH2:20][CH2:19][O:18][CH2:17][CH2:16]1)=[O:14])=[CH:8]2.B(Br)(Br)Br.O>C(Cl)Cl>[OH:2][C:3]1[CH:4]=[CH:5][CH:6]=[C:7]2[C:12]=1[O:11][CH2:10][C:9]([C:13]([N:15]1[CH2:20][CH2:19][O:18][CH2:17][CH2:16]1)=[O:14])=[CH:8]2. Procedure: To a solution (70 ml) of 4-(8-methoxy-2H-chromen-3-ylcarbonyl)morpholine (3.5 g) in methylene chloride was added dropwise boron tribromide (9.5 g) at −78° C. The reaction temperature was set to room temperature and the mixture was stirred for 2 hr. The reaction mixture was poured into water and stirred for 1 hr. The organic layer was separated and washed with water and dried over anhydrous magnesium sulfate. The solvent was evaporated under reduced pressure to give the title compound (3.3 g) as ... The reactants are [N+](=O)([O-])C=1C=NC=C(C1)[N+](=O)[O-] (3,5-dinitropyridine), CN1[C@@H](CCC1)CO ((S)-(-)-1-methyl-2-pyrrolidinemethanol), Cl (HCl). Solvent: CCOCC (ether). The product is Cl.Cl.CN1[C@@H](CCC1)COC=1C=NC=C(C1)[N+](=O)[O-] (3-((1-methyl-2-(S)-pyrrolidinyl)methoxy)-5-nitro-pyridine dihydrochloride). Reaction SMILES: [N+]([C:4]1[CH:5]=[N:6][CH:7]=[C:8]([N+:10]([O-:12])=[O:11])[CH:9]=1)([O-])=O.[CH3:13][N:14]1[CH2:18][CH2:17][CH2:16][C@H:15]1[CH2:19][OH:20].[ClH:21]>CCOCC>[ClH:21].[ClH:21].[CH3:13][N:14]1[CH2:18][CH2:17][CH2:16][C@H:15]1[CH2:19][O:20][C:4]1[CH:5]=[N:6][CH:7]=[C:8]([N+:10]([O-:12])=[O:11])[CH:9]=1 |f:4.5.6|. Reported procedure: A sample of 3,5-dinitro pyridine from step 93a above is reacted with (S)-(-)-1-methyl-2-pyrrolidinemethanol according to the procedure of Example 3a, and the product is converted into the title compound by treatment with HCl in ether according to Example 14c. The yield is 84.0%. Product: COC=1C(=C(C#N)C=CC1OCOC)[N+](=O)[O-] (3-Methoxy-4-(methoxymethoxy)-2-nitrobenzonitrile). As a reaction SMILES: [OH:1][C:2]1[CH:9]=[CH:8][C:5]([C:6]#[N:7])=[C:4]([N+:10]([O-:12])=[O:11])[C:3]=1[O:13][CH3:14].[CH3:15][O:16][CH2:17]Cl.C(=O)([O-])[O-].[K+].[K+].O>CN(C)C=O>[CH3:14][O:13][C:3]1[C:4]([N+:10]([O-:12])=[O:11])=[C:5]([CH:8]=[CH:9][C:2]=1[O:1][CH2:15][O:16][CH3:17])[C:6]#[N:7] |f:2.3.4|. Procedure: A mixture of 4-hydroxy-3-methoxy-2-nitrobenzonitrile 1.00 g, chloromethyl methyl ether 0.47 mL (6.18 mmol) and potassium carbonate 3.56 g (25.8 mmol) in N,N-dimethylformamide 10 mL was stirred at 50° C. for 2 hours. The reaction mixture was poured into water and extracted into diethyl ether. The organic layer was washed with brine, dried over MgSO4, filtrated and the solvent was evaporated. Silica gel chromatography (n-hexane/AcOEt=4/1) afforded the title compound 1.03 g as colorless solid. Yiel... Reactants: O (water), OC1=C(C(=C(C#N)C=C1)[N+](=O)[O-])OC (4-hydroxy-3-methoxy-2-nitrobenzonitrile), COCCl (chloromethyl methyl ether), C([O-])([O-])=O.[K+].[K+] (potassium carbonate). Reaction conditions: temperature 50 celsius, time 2 hour. Run in CN(C=O)C (N,N-dimethylformamide).